This data is from the Open Reaction Database (ORD), a public repository of structured organic reaction records. The task is: describe an organic reaction: reactants, conditions, products, and yield The reactants are C(C)(C)(C)C=1N=C(C=2C(N1)=NN(N2)CC2=NON=C2C)N2C[C@H](CC2)O ((S)-1-[5-tert-Butyl-2-(4-methyl-furazan-3-ylmethyl)-2H-[1,2,3]triazolo[4,5-d]pyrimidin-7-yl]-pyrrolidin-3-ol), C(C)(C)(C)C=1N=C(C2=C(N1)NN=N2)N2C[C@H](CC2)OC(C(F)(F)F)=O (Trifluoro-acetic acid (S)-1-(5-tert-butyl-3H-[1,2,3]triazolo[4,5-d]pyrimidin-7-yl)-pyrrolidin-3-yl-ester), BrCC1=C(C=CC=C1)S(=O)(=O)C (1-(bromomethyl)-2-(methylsulfonyl)benzene). Product: C(C)(C)(C)C=1N=C(C=2C(N1)=NN(N2)CC2=C(C=CC=C2)S(=O)(=O)C)N2C[C@H](CC2)O ((S)-1-[5-tert-Butyl-2-(2-methanesulfonyl-benzyl)-2H-[1,2,3]triazolo[4,5-d]pyrimidin-7-yl]-pyrrolidin-3-ol). RXN SMILES: [C:1]([C:5]1[N:6]=[C:7]([N:21]2[CH2:25][CH2:24][C@H:23]([OH:26])[CH2:22]2)[C:8]2[C:9](=[N:11][N:12]([CH2:14][C:15]3[C:19]([CH3:20])=NON=3)[N:13]=2)[N:10]=1)([CH3:4])([CH3:3])[CH3:2].C(C1N=C(N2CC[C@H](OC(=O)C(F)(F)F)C2)C2N=NNC=2N=1)(C)(C)C.Br[CH2:53][C:54]1C=CC=C[C:55]=1[S:60]([CH3:63])(=[O:62])=[O:61]>>[C:1]([C:5]1[N:6]=[C:7]([N:21]2[CH2:25][CH2:24][C@H:23]([OH:26])[CH2:22]2)[C:8]2[C:9](=[N:11][N:12]([CH2:14][C:15]3[CH:19]=[CH:20][CH:53]=[CH:54][C:55]=3[S:60]([CH3:63])(=[O:62])=[O:61])[N:13]=2)[N:10]=1)([CH3:4])([CH3:3])[CH3:2]. Procedure: In analogy to the procedure described for the synthesis of (S)-1-[5-tert-Butyl-2-(4-methyl-furazan-3-ylmethyl)-2H-[1,2,3]triazolo[4,5-d]pyrimidin-7-yl]-pyrrolidin-3-ol (example 73), the title compound was prepared from Trifluoro-acetic acid (S)-1-(5-tert-butyl-3H-[1,2,3]triazolo[4,5-d]pyrimidin-7-yl)-pyrrolidin-3-yl-ester and 1-(bromomethyl)-2-(methylsulfonyl)benzene and isolated as white solid. MS (m/e): 431.3 (MH+). Starting materials: CCN=C=NCCCN(C)C, O=C(O)CCN1CCN(C(=O)C=Cc2ccc(Cl)c(Cl)c2)CCC1=O, ClCCl, OC1CCNCC1. Product: O=C(C=Cc1ccc(Cl)c(Cl)c1)N1CCC(=O)N(CCC(=O)N2CCC(O)CC2)CC1. RXN SMILES: [CH3:33][CH2:34][N:35]=[C:36]=[N:37][CH2:38][CH2:39][CH2:40][N:41]([CH3:42])[CH3:43].[Cl:1][c:2]1[cH:3][c:4]([CH:9]=[CH:10][C:11](=[O:12])[N:13]2[CH2:14][CH2:15][N:16]([CH2:21][CH2:22][C:23](=[O:24])[OH:25])[C:17](=[O:20])[CH2:18][CH2:19]2)[cH:5][cH:6][c:7]1[Cl:8].[Cl:44][CH2:45][Cl:46].[OH:26][CH:27]1[CH2:28][CH2:29][NH:30][CH2:31][CH2:32]1>>[Cl:1][c:2]1[cH:3][c:4]([CH:9]=[CH:10][C:11](=[O:12])[N:13]2[CH2:14][CH2:15][N:16]([CH2:21][CH2:22][C:23](=[O:25])[N:30]3[CH2:29][CH2:28][CH:27]([OH:26])[CH2:32][CH2:31]3)[C:17](=[O:20])[CH2:18][CH2:19]2)[cH:5][cH:6][c:7]1[Cl:8]. The reactants are CCN=C=NCCCN(C)C.Cl (EDC hydrochloride), C(C)(C)(C)OC(=O)N[C@H](C(=O)O)CCC ((S)-2-(Tert-butoxycarbonylamino)pentanoic acid), N1CCC1 (azetidine), resultant mixture, CN1CCOCC1 (NMM). The solvent is C(Cl)Cl (DCM). Run at temperature 0 celsius. The product is N1(CCC1)C([C@H](CCC)NC(OC(C)(C)C)=O)=O ((S)-Tert-butyl 1-(azetidin-1-yl)-1-oxopentan-2-ylcarbamate). Yield: 59.8%. As a reaction SMILES: [C:1]([O:5][C:6]([NH:8][C@@H:9]([CH2:13][CH2:14][CH3:15])[C:10]([OH:12])=O)=[O:7])([CH3:4])([CH3:3])[CH3:2].CCN=C=NC[CH2:22][CH2:23][N:24]([CH3:26])C.Cl.CN1CCOCC1.N1CCC1>C(Cl)Cl>[N:24]1([C:10](=[O:12])[C@@H:9]([NH:8][C:6](=[O:7])[O:5][C:1]([CH3:2])([CH3:3])[CH3:4])[CH2:13][CH2:14][CH3:15])[CH2:23][CH2:22][CH2:26]1 |f:1.2|. Reported procedure: (S)-2-(Tert-butoxycarbonylamino)pentanoic acid (17.0 g, 78.25 mmol), which is commercially available, and EDC hydrochloride (18.00 g, 93.90 mmol) was mixed in DCM (300 mL). To the mixture was NMM (20.65 mL, 187.79 mmol) added. The mixture was cooled to 0° C. and azetidine (6.33 mL, 93.90 mmol) was added. The resultant mixture was stirred at 0° C. for 30 min. and at rt over night. The reaction mixture was washed with NaHCO3 (saturated, 2×300 mL) and brine (300 mL), filtered through a phase separa... Reactants: CO, COC(=O)c1ccc2c(c1)nc(Nc1cccc(Cl)c1)c1ccncc12, NN, CN(C)C=O, O. Yields the product NNC(=O)c1ccc2c(c1)nc(Nc1cccc(Cl)c1)c1ccncc12. Reaction SMILES: [CH3:35][OH:36].[Cl:1][c:2]1[cH:3][c:4]([NH:8][c:9]2[n:10][c:11]3[c:12]([c:13]4[cH:14][n:15][cH:16][cH:17][c:18]24)[cH:19][cH:20][c:21]([C:23](=[O:24])[O:25][CH3:26])[cH:22]3)[cH:5][cH:6][cH:7]1.[NH2:33][NH2:34].[O:27]=[CH:28][N:29]([CH3:30])[CH3:31].[OH2:32]>>[Cl:1][c:2]1[cH:3][c:4]([NH:8][c:9]2[n:10][c:11]3[c:12]([c:13]4[cH:14][n:15][cH:16][cH:17][c:18]24)[cH:19][cH:20][c:21]([C:23](=[O:24])[NH:33][NH2:34])[cH:22]3)[cH:5][cH:6][cH:7]1. Reactants: C1(=CC(=CC=C1)N)N (1,3-phenylenediamine), C[Al](C)C (AlMe3), N1=CC=C(C2=CC=CC=C12)CNC1=C(SC=C1)C(=O)OC (Methyl 3-[(quinolin-4-ylmethyl)amino]thiophene-2-carboxylate). Solvent: C1(=CC=CC=C1)C (toluene). Run at time 8 hour. The product is NC=1C=C(C=CC1)NC(=O)C=1SC=CC1NCC1=CC=NC2=CC=CC=C12 (N-(3-Aminophenyl)-3-[(quinolin-4-ylmethyl)amino]thiophene-2-carboxamide). RXN SMILES: [C:1]1([NH2:8])[CH:6]=[CH:5][CH:4]=[C:3]([NH2:7])[CH:2]=1.C[Al](C)C.[N:13]1[C:22]2[C:17](=[CH:18][CH:19]=[CH:20][CH:21]=2)[C:16]([CH2:23][NH:24][C:25]2[CH:29]=[CH:28][S:27][C:26]=2[C:30](OC)=[O:31])=[CH:15][CH:14]=1>C1(C)C=CC=CC=1>[NH2:7][C:3]1[CH:2]=[C:1]([NH:8][C:30]([C:26]2[S:27][CH:28]=[CH:29][C:25]=2[NH:24][CH2:23][C:16]2[C:17]3[C:22](=[CH:21][CH:20]=[CH:19][CH:18]=3)[N:13]=[CH:14][CH:15]=2)=[O:31])[CH:6]=[CH:5][CH:4]=1. Reported procedure: To a solution of 1,3-phenylenediamine (5.43 g, 50.3 mmol) in anhydrous toluene (100 mL) was added AlMe3 (2M in toluene, 7.5 mL, 15.1 mmol) and the solution was stirred at rt overnight. Methyl 3-[(quinolin-4-ylmethyl)amino]thiophene-2-carboxylate (3 g, 10.05 mmol) was added and the mixture was stirred at 130° C. for 3 h. The reaction mixture was cooled to rt and the toluene was decanted. To the remaining residue, 50 mL of 2N NaOH and 100 mL of CH2Cl2 were added and the solution stirred for 30 min... The reactants are C(C)(C)[N-]C(C)C.[Li+] (lithium diisopropylamide), FC=1C=C(C2=C(C=CO2)C1)CC(=O)OCC (ethyl 2-(5-fluorobenzofur-7-yl)acetate), IC (iodomethane). The solvent is C(C)(=O)OCC (ethyl acetate), O1CCCC1 (tetrahydrofuran). Conditions: temperature -78 celsius, time 1 hour. The product is FC=1C=C(C2=C(C=CO2)C1)C(C(=O)OCC)C (Ethyl 2-(5-fluorobenzofur-7-yl)propionate). Yield: 62.5%. Reaction SMILES: [F:1][C:2]1[CH:3]=[C:4]([CH2:11][C:12]([O:14][CH2:15][CH3:16])=[O:13])[C:5]2[O:9][CH:8]=[CH:7][C:6]=2[CH:10]=1.[CH:17]([N-]C(C)C)(C)C.[Li+].IC>O1CCCC1.C(OCC)(=O)C>[F:1][C:2]1[CH:3]=[C:4]([CH:11]([CH3:17])[C:12]([O:14][CH2:15][CH3:16])=[O:13])[C:5]2[O:9][CH:8]=[CH:7][C:6]=2[CH:10]=1 |f:1.2|. Reported procedure: A solution of 1.09 gm (4.90 mMol) ethyl 2-(5-fluorobenzofur-7-yl)acetate in 5 mL tetrahydrofuran was cooled to −78° C. To this solution were slowly added 6.1 mL (6.13 mMol) lithium diisopropylamide (1.0 M in tetrahydrofuran) and the mixture was stirred at −78° C. for 1 hour. To this solution were then added 0.76 mL (12.25 mMol) iodomethane and the mixture was allowed to warm to room temperature over 1 hour. The reaction mixture was then diluted with ethyl acetate and the resulting solution washe...